Dataset: the Open Reaction Database (ORD), a public repository of structured organic reaction records. Task: describe an organic reaction: reactants, conditions, products, and yield The reactants are C1C(O1)CO (glycidol), OC1=CC=C(C=CC(=O)O)C=C1 (p-hydroxy cinnamic acid), [Na] (sodium), N#N (N2), Cl (hydrochloric acid). Solvent: OCC(O)CO (glycerin), CS(=O)C (DMSO). Reaction conditions: time 1 hour. Product: C(C=CC1=CC=CC=C1)(=O)O (cinnamic acid). Reaction SMILES: O[C:2]1[CH:12]=[CH:11][C:5]([CH:6]=[CH:7][C:8]([OH:10])=[O:9])=[CH:4][CH:3]=1.[Na].N#N.C1OC1CO.Cl>CS(C)=O.OCC(CO)O>[C:8]([OH:10])(=[O:9])[CH:7]=[CH:6][C:5]1[CH:4]=[CH:3][CH:2]=[CH:12][CH:11]=1 |^1:12|. Procedure details: 2.8 g of p-hydroxy cinnamic acid was dissolved in 3 ml of DMSO, and 10 mg of sodium was added. The mixture was stirred and heated to 90° C. under a flow of N2 gas. 5.0 g of glycidol was added gradually, the heating and agitation was carried out for 1 hours, neutralized by adding hydrochloric acid and then the adduct of cinnamic acid and glycerin was obtained.